From a dataset of the Open Reaction Database (ORD), a public repository of structured organic reaction records. describe an organic reaction: reactants, conditions, products, and yield The reactants are BrC1=CC2=C(C(=NO2)C2=C(C=O)C=CC=C2)C=C1 (2-(6-bromobenzo[d]isoxazol-3-yl)benzaldehyde), BrC1=CC2=C(C(=NO2)C2=C(C=O)C=CC=C2)C=C1 (2-(6-bromobenzo[d]isoxazol-3-yl)benzaldehyde), C(OCC)(OCC)OCC (triethyl orthoformate). The reagents and catalysts are C1(=CC=C(C=C1)S(=O)(=O)O)C (p-toluenesulfonic acid). Run in C(C)O (ethanol). Conditions: temperature 45 celsius. Yields the product BrC1=CC2=C(C(=NO2)C2=C(C=CC=C2)C(OCC)OCC)C=C1 (6-bromo-3-(2-(diethoxymethyl)phenyl)benzo[d]isoxazole). The yield is 101.2%. RXN SMILES: [Br:1][C:2]1[CH:18]=[CH:17][C:5]2[C:6]([C:9]3[CH:16]=[CH:15][CH:14]=[CH:13][C:10]=3C=O)=[N:7][O:8][C:4]=2[CH:3]=1.[CH:19]([O:26][CH2:27][CH3:28])([O:23][CH2:24][CH3:25])OCC>C(O)C.C1(C)C=CC(S(O)(=O)=O)=CC=1>[Br:1][C:2]1[CH:18]=[CH:17][C:5]2[C:6]([C:9]3[CH:16]=[CH:15][CH:14]=[CH:13][C:10]=3[CH:19]([O:23][CH2:24][CH3:25])[O:26][CH2:27][CH3:28])=[N:7][O:8][C:4]=2[CH:3]=1. Procedure: To a stirred suspension of 2-(6-bromobenzo[d]isoxazol-3-yl)benzaldehyde (Compound 4a) (10 g) in dry ethanol (100 mL) was added p-toluenesulfonic acid (0.315 g) followed by triethyl orthoformate (11.01 mL, 9.81 g). The suspension was stirred at 45° C. until a clear solution resulted and then maintained at 45° C. for 45 min. The solvent was removed under vacuum and then the mixture was diluted with ethyl acetate and then washed with saturated sodium carbonate solution, brine and then dried over an... Reactants: ClC1=C(C(=C(C(=C1OC)OC)OC)OC)/C=C(/C(=O)O)\C ((E)-3-(2-chloro-3,4,5,6-tetramethoxyphenyl)-2-methylpropenoic acid), ceric ammonium nitrate. Solvent: O (water), C(C)#N (acetonitrile). Reaction conditions: time 30 minute. Product: ClC1=C(C(C(=C(C1=O)OC)OC)=O)/C=C(/C(=O)O)\C ((E)-3-(2-chloro-4,5-dimethoxy-3,6-dioxocyclohexa-1,4-dienyl)-2-methylpropenoic acid). The yield is 23.3%. Reaction SMILES: [Cl:1][C:2]1[C:7]([O:8]C)=[C:6]([O:10][CH3:11])[C:5]([O:12][CH3:13])=[C:4]([O:14]C)[C:3]=1/[CH:16]=[C:17](\[CH3:21])/[C:18]([OH:20])=[O:19]>C(#N)C.O>[Cl:1][C:2]1[C:7](=[O:8])[C:6]([O:10][CH3:11])=[C:5]([O:12][CH3:13])[C:4](=[O:14])[C:3]=1/[CH:16]=[C:17](\[CH3:21])/[C:18]([OH:20])=[O:19]. Reported procedure: Following a modified procedure of Flader et al.,22 22 (0.124 g, 0.391 mmol) was dissolved in acetonitrile (10.0 mL) at room temperature, then ceric ammonium nitrate (0.970 g, 1.77 mmol) dissolved in water (8.0 ml) was added at room temperature. The reaction was stirred for 30 minutes and then extracted with CH2Cl2. The organic layer was washed with brine, dried over MgSO4, filtered, and condensed. The red oil was then purified by either flash column chromatography (1:1 Et2O:hexanes 0.5% AcOH) or... Reactants: NCCC(=O)N(C1=CC=CC=C1)C1=CC=CC=C1 (3-amino-N,N-diphenylpropionamide), CC=1C=C(C=CC1)N=C=O (3-methylphenyl isocyanate). Yields the product CC=1C=C(C=CC1)NC(NCCC(=O)N(C1=CC=CC=C1)C1=CC=CC=C1)=O (3-[3-(3-methylphenyl)ureido]-N,N-diphenylpropionamide). The yield is 55.1%. Reaction SMILES: [NH2:1][CH2:2][CH2:3][C:4]([N:6]([C:13]1[CH:18]=[CH:17][CH:16]=[CH:15][CH:14]=1)[C:7]1[CH:12]=[CH:11][CH:10]=[CH:9][CH:8]=1)=[O:5].[CH3:19][C:20]1[CH:21]=[C:22]([N:26]=[C:27]=[O:28])[CH:23]=[CH:24][CH:25]=1>>[CH3:19][C:20]1[CH:21]=[C:22]([NH:26][C:27](=[O:28])[NH:1][CH2:2][CH2:3][C:4]([N:6]([C:13]2[CH:18]=[CH:17][CH:16]=[CH:15][CH:14]=2)[C:7]2[CH:12]=[CH:11][CH:10]=[CH:9][CH:8]=2)=[O:5])[CH:23]=[CH:24][CH:25]=1. Reported procedure: Working in a manner similar to that described in Example 1, but starting with 3-amino-N,N-diphenylpropionamide (1 g) and 3-methylphenyl isocyanate (0.55 g), and after recrystallization in acetonitrile, 3-[3-(3-methylphenyl)ureido]-N,N-diphenylpropionamide (0.85 g), m.p. 179° C., is obtained.